describe an organic reaction: reactants, conditions, products, and yield From a dataset of the Open Reaction Database (ORD), a public repository of structured organic reaction records. The reactants are O.C(C)(C)(C)OC(=O)N[C@@H](CC(C)C)C(=O)O (Tert-butoxycarbonyl-L-leucine monohydrate), C(C=CC1=CC=CC=C1)N1CCNCC1 (1-cinnamylpiperazine), C1(=CC=CC=C1)C(N1CCN(CC1)C(=O)[C@H](CC(C)C)NC(OC(C)(C)C)=O)C1=CC=CC=C1 (tert-butyl (s)-1-(4-diphenylmethylpiperazine-1-yl carbonyl)-3-methylbutylcarbamate). Product: C(C=CC1=CC=CC=C1)N1CCN(CC1)C(=O)[C@H](CC(C)C)NC(OC(C)(C)C)=O (tert-butyl (s)-1-(4-cinnamylpiperazine-1-yl carbonyl)-3-methylbutylcarbamate). Isolated yield 86.0%. RXN SMILES: O.[C:2]([O:6][C:7]([NH:9][C@H:10]([C:15]([OH:17])=O)[CH2:11][CH:12]([CH3:14])[CH3:13])=[O:8])([CH3:5])([CH3:4])[CH3:3].[CH2:18]([N:27]1[CH2:32][CH2:31][NH:30][CH2:29][CH2:28]1)[CH:19]=[CH:20][C:21]1[CH:26]=[CH:25][CH:24]=[CH:23][CH:22]=1.C1(C(C2C=CC=CC=2)N2CCN(C([C@@H](NC(=O)OC(C)(C)C)CC(C)C)=O)CC2)C=CC=CC=1>>[CH2:18]([N:27]1[CH2:32][CH2:31][N:30]([C:15]([C@@H:10]([NH:9][C:7](=[O:8])[O:6][C:2]([CH3:3])([CH3:4])[CH3:5])[CH2:11][CH:12]([CH3:13])[CH3:14])=[O:17])[CH2:29][CH2:28]1)[CH:19]=[CH:20][C:21]1[CH:26]=[CH:25][CH:24]=[CH:23][CH:22]=1 |f:0.1|. Procedure details: Tert-butoxycarbonyl-L-leucine monohydrate (7.47 g) and 1-cinnamylpiperazine (6.06 g) were condensed in the same manner as employed in the preparation of tert-butyl (s)-1-(4-diphenylmethylpiperazine-1-yl carbonyl)-3-methylbutylcarbamate to yield 10.7 g of tert-butyl (s)-1-(4-cinnamylpiperazine-1-yl carbonyl)-3-methylbutylcarbamate as a colorless amorphous substance (yield: 86%). The reactants are C(C)(C)(C)NC(O)=O.C1(CC1)S(=O)(=O)N (cyclopropylsulfonylamine tert-butyl carbamate), Br.BrCC1=CC=NC=C1 (4-(bromomethyl)pyridine hydrobromide), BrCC1=CC=NC=C1 (4-(bromomethyl)-pyridine), ice water, [Li]CCCC (n-BuLi), BrCC1=CC=NC=C1 (4-(bromomethyl)pyridine), C([O-])(O)=O.[Na+] (sodium bicarbonate). The solvent is C1CCOC1 (THF), CCOCC (ether), CCOCC (ether). Reaction conditions: temperature -78 celsius, time 1 hour. Yields the product N1=CC=C(C=C1)C1(CC1)S(=O)(=O)N.C(C)(C)(C)NC([O-])=O (1-(4-pyridyl)-cyclopropanesulfonamide tert-butylcarbamate). As a reaction SMILES: [C:1]([NH:5][C:6](=[O:8])[OH:7])([CH3:4])([CH3:3])[CH3:2].[CH:9]1([S:12]([NH2:15])(=[O:14])=[O:13])[CH2:11][CH2:10]1.[Li]CCCC.BrC[C:23]1[CH:28]=[CH:27][N:26]=[CH:25][CH:24]=1.Br.BrCC1C=CN=CC=1.C(=O)(O)[O-].[Na+]>C1COCC1.CCOCC>[N:26]1[CH:27]=[CH:28][C:23]([C:9]2([S:12]([NH2:15])(=[O:14])=[O:13])[CH2:11][CH2:10]2)=[CH:24][CH:25]=1.[C:1]([NH:5][C:6](=[O:7])[O-:8])([CH3:4])([CH3:3])[CH3:2] |f:0.1,4.5,6.7,10.11|. Procedure: step 47a) To a solution of cyclopropylsulfonylamine tert-butyl carbamate (105 g, 4.52 mmol) in THF (9 mL) cooled to −78° C., was added n-BuLi (6.2 mL, 9.2 mmol, 1.6 M in hexane). The mixture was stirred for 1 h at −78° C., and 0.55 mL (0.5 mmol) of fresh 4-(bromomethyl)pyridine was injected in one portion. The fresh 4-(bromomethyl)-pyridine was made from 4-(bromomethyl)pyridine hydrobromide by tributing between aqueous sodium bicarbonate and ether, ether layer was quickly separated, dried (MgSO4...